Dataset: the Open Reaction Database (ORD), a public repository of structured organic reaction records. Task: describe an organic reaction: reactants, conditions, products, and yield Starting materials: C(C1=CC=CC=C1)OC=1C=C(C=O)C=CC1OC (3-benzyloxy-4-methoxybenzaldehyde), S(O)(O)(=O)=O (sulfuric acid), OO (hydrogen peroxide). Solvent: CO (MeOH). Run at temperature 0 celsius, time 1.5 hour. Yields the product ethyl acetate hexanes, C(C1=CC=CC=C1)OC=1C=C(C=CC1OC)O (3-benzyloxy-4-methoxyphenol). Isolated yield 20.0%. RXN SMILES: [CH2:1]([O:8][C:9]1[CH:10]=[C:11]([CH:14]=[CH:15][C:16]=1[O:17][CH3:18])C=O)[C:2]1[CH:7]=[CH:6][CH:5]=[CH:4][CH:3]=1.OO.S(=O)(=O)(O)[OH:22]>CO>[CH2:1]([O:8][C:9]1[CH:10]=[C:11]([OH:22])[CH:14]=[CH:15][C:16]=1[O:17][CH3:18])[C:2]1[CH:7]=[CH:6][CH:5]=[CH:4][CH:3]=1. Reported procedure: To a cooled (0° C.), stirred solution of 3-benzyloxy-4-methoxybenzaldehyde (10 g) in MeOH (100 mL) was added hydrogen peroxide (5.5 mL of 30% aqueous) dropwise. After having been warmed to RT, concentrated sulfuric acid (1 mL) was added and the resulting solution was allowed to stir for 1.5 h. The reaction mixture was partitioned between ethyl ether/saturated aqueous sodium bicarbonate, another organic layer was dried over sodium sulfate and concentrated in vacuo to afford an oil. Flash chromato... Reactants: N, C1([C@@H]2N(B(O1)C)CCC2)(c1ccccc1)c1ccccc1, C1CN(C[C@@H](C1=O)O)S(=O)(=O)C. Reagents/catalysts: c1ccc(cc1)-c2c3ccccc3cc4ccccc24 (9-Phenylanthracene). Run at temperature 25 celsius, time 18 hour. Product: CS(=O)(=O)N1CC[C@@H](N)[C@H](O)C1. RXN SMILES: [CH3:1][S:2]([N:5]1[CH2:11][C@H:9]([OH:10])[C:8](=O)[CH2:7][CH2:6]1)(=[O:4])=[O:3].[NH3:12].CB1N([C@H]2C(c3ccccc3)(c4ccccc4)O1)CCC2>>[CH3:1][S:2]([N:5]1[CH2:11][C@@H:9]([OH:10])[C@H:8]([NH2:12])[CH2:7][CH2:6]1)(=[O:4])=[O:3]. Product: C(C)(C)(C)C1=CC=C(C=C1)\C(=C/[C@H]1CCC(N1)=O)\C1=NC(=C(C=C1)N(C)C)OC ((5R)-5-{(E)-2-(4-tert-butylphenyl)-2-[5-(dimethylamino)-6-methoxypyridin-2-yl]ethenyl}pyrrolidin-2-one). Starting materials: C([O-])(O)=O.[Na+] (sodium bicarbonate), C(=O)N (formamide), NC=1C=CC(=NC1OC)/C(=C/[C@H]1CCC(N1)=O)/C1=CC=C(C=C1)C(C)(C)C ((5R)-5-[(E)-2-(5-amino-6-methoxypyridin-2-yl)-2-(4-tert-butylphenyl)ethenyl]pyrrolidin-2-one), C(C)#N (acetonitrile), C(C)(=O)O[BH-](OC(C)=O)OC(C)=O.[Na+] (Sodium triacetoxyborohydride). Run at time 10 minute. Procedure: A 37% formamide solution (40 μL) was added to a solution of (5R)-5-[(E)-2-(5-amino-6-methoxypyridin-2-yl)-2-(4-tert-butylphenyl)ethenyl]pyrrolidin-2-one obtained in Example 4-173(2) (40 mg) in acetonitrile (2 mL) under ice-cooling, followed by stirring for 10 minutes. Sodium triacetoxyborohydride (120 mg) was added thereto and the mixture was stirred at room temperature for 15 hours. Saturated aqueous sodium bicarbonate was added to the reaction solution, followed by extraction with ethyl acetat... Reaction SMILES: [CH:1]([NH2:3])=O.N[C:5]1[CH:6]=[CH:7][C:8](/[C:13](/[C:21]2[CH:26]=[CH:25][C:24]([C:27]([CH3:30])([CH3:29])[CH3:28])=[CH:23][CH:22]=2)=[CH:14]/[C@@H:15]2[NH:19]C(=O)C[CH2:16]2)=[N:9][C:10]=1OC.C(O[BH-](O[C:41](=[O:43])[CH3:42])OC(=O)C)(=O)C.[Na+].[C:45](=[O:48])(O)[O-].[Na+].[C:50](#N)C>>[C:27]([C:24]1[CH:25]=[CH:26][C:21](/[C:13](/[C:8]2[CH:7]=[CH:6][C:5]([N:3]([CH3:1])[CH3:50])=[C:10]([O:48][CH3:45])[N:9]=2)=[CH:14]\[C@@H:15]2[NH:19][C:41](=[O:43])[CH2:42][CH2:16]2)=[CH:22][CH:23]=1)([CH3:28])([CH3:29])[CH3:30] |f:2.3,4.5|. The reactants are NC1=C(C=CC=C1)S (aminothiophenol), COC=1C=C(C=CC1)C(C(=O)O)=C (3-methoxy-α-methylene benzene acetic acid), C(C)(C)OC(C)C (isopropyl ether). The solvent is C(C)O (ethanol), C(C)O (ethanol). Run at temperature 95 celsius, time 90 minute. Yields the product NC1=C(C=CC=C1)SCC(C(=O)O)C1=CC(=CC=C1)OC (α-[[(2-aminophenyl)-thio]-methyl]-3-methoxy-benzeneacetic acid). As a reaction SMILES: [NH2:1][C:2]1[CH:7]=[CH:6][CH:5]=[CH:4][C:3]=1[SH:8].[CH3:9][O:10][C:11]1[CH:12]=[C:13]([C:17](=[CH2:21])[C:18]([OH:20])=[O:19])[CH:14]=[CH:15][CH:16]=1.C(OC(C)C)(C)C>C(O)C>[NH2:1][C:2]1[CH:7]=[CH:6][CH:5]=[CH:4][C:3]=1[S:8][CH2:21][CH:17]([C:13]1[CH:14]=[CH:15][CH:16]=[C:11]([O:10][CH3:9])[CH:12]=1)[C:18]([OH:20])=[O:19]. Reported procedure: 7.6 ml of aminothiophenol were added to a solution of 8.9 g of the product of Step C and 130 ml of ethanol and the solution was stirred for 90 minutes at 95° C. and left to return to ambient temperature. The ethanol was eliminated under reduced pressure and 50 ml of isopropyl ether were added. Crystallization was started to obtain 7.2 of the expected product which was separated off and dried at 80° C. under reduced pressure. After chromatography of the mother liquors on silica (eluant: ethyl ace... The reactants are C(C1CO1)OC1=CC=C(C=C1)F (4-fluorophenyl glycidyl ether), N1CCC(CC1)CNC(=O)N1C(N(C2=C1C=CC=C2)C)=O (3-methyl-2-oxo-2,3-dihydro-benzimidazole-1-carboxylic acid (piperidin-4-ylmethyl)-amide). Product: N1CCC(CC1)CNC(=O)N1C(N(C2=C1C=CC=C2)C(C)C)=O (3-isopropyl-2-oxo-2,3-dihydro-benzimidazole-1-carboxylic acid (piperidin-4-ylmethyl)-amide), O1CC1COC1=CC=CC=C1 (1,2-epoxy-3-phenoxypropane), title compound. Reaction SMILES: [NH:1]1[CH2:6][CH2:5][CH:4]([CH2:7][NH:8][C:9]([N:11]2[C:15]3C=CC=[CH:19][C:14]=3[N:13](C)[C:12]2=[O:21])=[O:10])[CH2:3][CH2:2]1.[CH2:22]([O:26][C:27]1[CH:32]=[CH:31][C:30](F)=[CH:29][CH:28]=1)[CH:23]1[O:25][CH2:24]1>>[NH:1]1[CH2:6][CH2:5][CH:4]([CH2:7][NH:8][C:9]([N:11]2[C:32]3[CH:31]=[CH:30][CH:29]=[CH:28][C:27]=3[N:13]([CH:14]([CH3:15])[CH3:19])[C:12]2=[O:21])=[O:10])[CH2:3][CH2:2]1.[O:25]1[CH:23]([CH2:22][O:26][C:27]2[CH:28]=[CH:29][CH:30]=[CH:31][CH:32]=2)[CH2:24]1. Procedure details: The procedure given in Example 104 was followed using 3-methyl-2-oxo-2,3-dihydro-benzimidazole-1-carboxylic acid (piperidin-4-ylmethyl)-amide and 4-fluorophenyl glycidyl ether as a reactant, instead of 3-isopropyl-2-oxo-2,3-dihydro-benzimidazole-1-carboxylic acid (piperidin-4-ylmethyl)-amide and 1,2-epoxy-3-phenoxypropane, to give the title compound.